This data is from the Open Reaction Database (ORD), a public repository of structured organic reaction records. The task is: describe an organic reaction: reactants, conditions, products, and yield The reactants are OO (hydrogen peroxide), NC1=C(C=NN1C1CCCCC1)C#N (5-amino-1-cyclohexyl-1H-pyrazole-4-carbonitrile). Solvent: C(C)O (ethanol), N (ammonia). Reaction conditions: time 1 hour. Yields the product NC1=C(C=NN1C1CCCCC1)C(=O)N (5-Amino-1-cyclohexyl-1H-pyrazole-4-carboxamide). RXN SMILES: [OH:1]O.[NH2:3][C:4]1[N:8]([CH:9]2[CH2:14][CH2:13][CH2:12][CH2:11][CH2:10]2)[N:7]=[CH:6][C:5]=1[C:15]#[N:16]>C(O)C.N>[NH2:3][C:4]1[N:8]([CH:9]2[CH2:14][CH2:13][CH2:12][CH2:11][CH2:10]2)[N:7]=[CH:6][C:5]=1[C:15]([NH2:16])=[O:1]. Reported procedure: 18 ml of 30% strength hydrogen peroxide solution are added to a solution of 5-amino-1-cyclohexyl-1H-pyrazole-4-carbonitrile (1.86 g, 9.81 mmol) in a mixture of 73 ml of ethanol and 90 ml of concentrated aqueous ammonia solution at room temperature, and the mixture is stirred at room temperature for 1 h. The nonaqueous solvents are then stripped off in a rotary evaporator. The product precipitates as solids from the remaining mixture and is filtered off with suction, washed with a little water an...